From a dataset of the Open Reaction Database (ORD), a public repository of structured organic reaction records. describe an organic reaction: reactants, conditions, products, and yield Reaction SMILES: [CH3:3][C:4]1([c:9]2[n:10][cH:11][cH:12][c:13]([CH2:15][O:16][S:17]([CH3:18])(=[O:19])=[O:20])[cH:14]2)[O:5][CH2:6][CH2:7][O:8]1.[CH:29]([N:30]([CH2:31][CH3:32])[CH:33]([CH3:34])[CH3:35])([CH3:36])[CH3:37].[N+:21](=[O:22])([O-:23])[c:24]1[n:25][nH:26][n:27][cH:28]1.[N:1]#[N:2].[O:38]=[CH:39][N:40]([CH3:41])[CH3:42].[OH2:43]>>[CH3:3][C:4]1([c:9]2[n:10][cH:11][cH:12][c:13]([CH2:15][n:26]3[n:25][c:24]([N+:21](=[O:22])[O-:23])[cH:28][n:27]3)[cH:14]2)[O:5][CH2:6][CH2:7][O:8]1. Yields the product CC1(c2cc(Cn3ncc([N+](=O)[O-])n3)ccn2)OCCO1. Reactants: CC1(c2cc(COS(C)(=O)=O)ccn2)OCCO1, CCN(C(C)C)C(C)C, O=[N+]([O-])c1cn[nH]n1, N#N, CN(C)C=O, O. The reactants are O=C1CCC(=O)N1Br, O=C(OOC(=O)c1ccccc1)c1ccccc1, ClC(Cl)(Cl)Cl, COC(=O)c1ccc(C)cc1O. Yields the product COC(=O)c1ccc(CBr)cc1O. As a reaction SMILES: [Br:13][N:14]1[C:15](=[O:16])[CH2:17][CH2:18][C:19]1=[O:20].[C:21]([O:22][O:23][C:24](=[O:25])[c:26]1[cH:27][cH:28][cH:29][cH:30][cH:31]1)(=[O:32])[c:33]1[cH:34][cH:35][cH:36][cH:37][cH:38]1.[C:39]([Cl:40])([Cl:41])([Cl:42])[Cl:43].[CH3:1][c:2]1[cH:3][c:4]([OH:12])[c:5]([C:6](=[O:7])[O:8][CH3:9])[cH:10][cH:11]1>>[CH2:1]([c:2]1[cH:3][c:4]([OH:12])[c:5]([C:6](=[O:7])[O:8][CH3:9])[cH:10][cH:11]1)[Br:13]. Reactants: C(C)(C)(C)OC(=O)N[C@@H]([C@@H](C(=O)N(C)C)C1=CC=C(C=C1)N(C(C1=CC=C(C=C1)OC)=O)C)C(=O)N1C[C@H](CC1)F (N-(4-{(1S,2S)-2-[(tert-Butoxycarbonyl)amino]-1-[(dimethylamino)carbonyl]-3-[(3S)-3-fluoropyrrolidin-1-yl]-3-oxopropyl}phenyl)-N-methyl-4-methoxybenzamide), FC(C(=O)O)(F)F (trifluoroacetic acid). The solvent is ClCCl (dichloromethane). Reaction conditions: time 1 hour. The product is FC(C(=O)O)(F)F.N[C@@H]([C@@H](C(=O)N(C)C)C1=CC=C(C=C1)N(C(C1=CC=C(C=C1)OC)=O)C)C(=O)N1C[C@H](CC1)F (N-(4-{(1S,2S)-2-Amino-1-[(dimethylamino)carbonyl]-3-[(3S)-3-fluoropyrrolidin-1-yl]-3-oxopropyl}phenyl)-N-methyl-4-methoxybenzamide trifluoroacetic acid salt). RXN SMILES: C(OC([NH:8][C@H:9]([C:34]([N:36]1[CH2:40][CH2:39][C@H:38]([F:41])[CH2:37]1)=[O:35])[C@H:10]([C:16]1[CH:21]=[CH:20][C:19]([N:22]([CH3:33])[C:23](=[O:32])[C:24]2[CH:29]=[CH:28][C:27]([O:30][CH3:31])=[CH:26][CH:25]=2)=[CH:18][CH:17]=1)[C:11]([N:13]([CH3:15])[CH3:14])=[O:12])=O)(C)(C)C.[F:42][C:43]([F:48])([F:47])[C:44]([OH:46])=[O:45]>ClCCl>[F:42][C:43]([F:48])([F:47])[C:44]([OH:46])=[O:45].[NH2:8][C@H:9]([C:34]([N:36]1[CH2:40][CH2:39][C@H:38]([F:41])[CH2:37]1)=[O:35])[C@H:10]([C:16]1[CH:21]=[CH:20][C:19]([N:22]([CH3:33])[C:23](=[O:32])[C:24]2[CH:29]=[CH:28][C:27]([O:30][CH3:31])=[CH:26][CH:25]=2)=[CH:18][CH:17]=1)[C:11]([N:13]([CH3:14])[CH3:15])=[O:12] |f:3.4|. Procedure: To a solution of 17.6 mg (0.0346 mmol) of N-(4-{(1S,2S)-2-[(tert-butoxycarbonyl)amino]-1-[(dimethylamino)carbonyl]-3-[(3S)-3-fluoropyrrolidin-1-yl]-3-oxopropyl}phenyl)-N-methyl-4-methoxybenzamide from Step H in 1 mL of dichloromethane was added 1 mL of trifluoroacetic acid. After 1 h at ambient temperature, the solution was concentrated in vacuo. Purification by reverse-phase preparative HPLC (10% to 80% acetonitrile in water) afforded the title compound as a foaming white solid. LC/MS 471.2 (M+...